From a dataset of the Open Reaction Database (ORD), a public repository of structured organic reaction records. describe an organic reaction: reactants, conditions, products, and yield Reactants: S(=O)(=O)(C1=CC=C(C)C=C1)OCCC1COC2=C(O1)C=CC=C2 (2-(2-tosyloxyethyl)-1,4-benzodioxan), Cl.N1CCC(CC1)=O (4-piperidone hydrochloride), C([O-])([O-])=O.[Na+].[Na+] (sodium carbonate). Run in CN(C=O)C (dimethylformamide). Reaction conditions: time 48 hour. The product is O=C1CCN(CC1)CCC1COC2=C(O1)C=CC=C2 (2-[2-(4-oxopiperidino)-ethyl]-1,4-benzodioxan). As a reaction SMILES: S(O[CH2:12][CH2:13][CH:14]1[O:19][C:18]2[CH:20]=[CH:21][CH:22]=[CH:23][C:17]=2[O:16][CH2:15]1)(C1C=CC(C)=CC=1)(=O)=O.Cl.[NH:25]1[CH2:30][CH2:29][C:28](=[O:31])[CH2:27][CH2:26]1.C(=O)([O-])[O-].[Na+].[Na+]>CN(C)C=O>[O:31]=[C:28]1[CH2:29][CH2:30][N:25]([CH2:12][CH2:13][CH:14]2[O:19][C:18]3[CH:20]=[CH:21][CH:22]=[CH:23][C:17]=3[O:16][CH2:15]2)[CH2:26][CH2:27]1 |f:1.2,3.4.5|. Procedure: The starting material is prepared as follows: The mixture of 10 g of 2-(2-tosyloxyethyl)-1,4-benzodioxan, 10 g of 4-piperidone hydrochloride, 20 g of anhydrous sodium carbonate and 160 ml of dimethylformamide is stirred vigorously at room temperature for 48 hours. It is filtered, the residue washed with a small amount of dimethylformamide and the filtrate evaporated. The residue is dissolved in ethyl acetate, the solution extracted with hydrochloric acid, the extract made alkaline with 50% aqueo...